From a dataset of the Open Reaction Database (ORD), a public repository of structured organic reaction records. describe an organic reaction: reactants, conditions, products, and yield Starting materials: Cc1nc2sccn2c1C(=O)NCC1CC2CC2N1, O=C(O)c1ccccc1-c1ccccc1F. The product is Cc1nc2sccn2c1C(=O)NCC1CC2CC2N1C(=O)c1ccccc1-c1ccccc1F. Reaction SMILES: [CH:1]12[NH:2][CH:3]([CH2:7][NH:8][C:9](=[O:10])[c:11]3[c:12]([CH3:19])[n:13][c:14]4[s:15][cH:16][cH:17][n:18]34)[CH2:4][CH:5]1[CH2:6]2.[F:20][c:21]1[c:22](-[c:27]2[c:28]([C:33](=[O:34])[OH:35])[cH:29][cH:30][cH:31][cH:32]2)[cH:23][cH:24][cH:25][cH:26]1>>[CH:1]12[N:2]([C:33]([c:28]3[c:27](-[c:22]4[c:21]([F:20])[cH:26][cH:25][cH:24][cH:23]4)[cH:32][cH:31][cH:30][cH:29]3)=[O:34])[CH:3]([CH2:7][NH:8][C:9](=[O:10])[c:11]3[c:12]([CH3:19])[n:13][c:14]4[s:15][cH:16][cH:17][n:18]34)[CH2:4][CH:5]1[CH2:6]2. As a reaction SMILES: [Cl:29][CH2:30][Cl:31].[OH:5][CH2:6][CH2:7][CH2:8][c:9]1[cH:10][n:11][cH:12][n:13]1[CH2:14][c:15]1[cH:16][cH:17][c:18]([C:27]#[N:28])[cH:19][c:20]1-[c:21]1[cH:22][cH:23][cH:24][cH:25][cH:26]1.[S:1]([Cl:2])([Cl:3])=[O:4]>>[Cl:3][CH2:6][CH2:7][CH2:8][c:9]1[cH:10][n:11][cH:12][n:13]1[CH2:14][c:15]1[cH:16][cH:17][c:18]([C:27]#[N:28])[cH:19][c:20]1-[c:21]1[cH:22][cH:23][cH:24][cH:25][cH:26]1. Starting materials: ClCCl, N#Cc1ccc(Cn2cncc2CCCO)c(-c2ccccc2)c1, O=S(Cl)Cl. The product is N#Cc1ccc(Cn2cncc2CCCCl)c(-c2ccccc2)c1. Starting materials: FC1=C(C=CC(=C1)F)C=1C=C(C(N(N1)CC(C)C)=O)CO (6-(2,4-difluorophenyl)-4-hydroxymethyl-2-isobutyl-2H-pyridazin-3-one), FC=1C=C(C=CC1OC)C=1C=C(C(NN1)=O)C(=O)OC (6-(3-fluoro-4-methoxyphenyl)-4-methoxycarbonyl-2H-pyridazin-3-one), ClC1=CC=C(C=CCCl)C=C1 (4-chlorocinnamyl chloride). The product is ClC1=CC=C(C=CCN2N=C(C=C(C2=O)C(=O)OC)C2=CC(=C(C=C2)OC)F)C=C1 (2-(4-chlorocinnamyl)-6-(3-fluoro-4-methoxyphenyl)-4-methoxycarbonyl-2H-pyridazin-3-one). Yield: 51.1%. RXN SMILES: FC1C=C(F)C=CC=1C1C=C(CO)C(=O)N(CC(C)C)N=1.[F:22][C:23]1[CH:24]=[C:25]([C:31]2[CH:32]=[C:33]([C:38]([O:40][CH3:41])=[O:39])[C:34](=[O:37])[NH:35][N:36]=2)[CH:26]=[CH:27][C:28]=1[O:29][CH3:30].[Cl:42][C:43]1[CH:52]=[CH:51][C:46]([CH:47]=[CH:48][CH2:49]Cl)=[CH:45][CH:44]=1>>[Cl:42][C:43]1[CH:52]=[CH:51][C:46]([CH:47]=[CH:48][CH2:49][N:35]2[C:34](=[O:37])[C:33]([C:38]([O:40][CH3:41])=[O:39])=[CH:32][C:31]([C:25]3[CH:26]=[CH:27][C:28]([O:29][CH3:30])=[C:23]([F:22])[CH:24]=3)=[N:36]2)=[CH:45][CH:44]=1. Reported procedure: Following the procedure of Example 1 (6), 6-(3-fluoro-4-methoxyphenyl)-4-methoxycarbonyl-2H-pyridazin-3-one and 4-chlorocinnamyl chloride were reacted to yield the title compound as a pale yellow crystalline powder (yield: 51.1%). Reactants: BrC=1C=C(C=CC1)SC(C(=O)OC)C (methyl 2-(3-bromophenylthio)propionate), C(CCC)[Sn](C1=CSC=C1)(CCCC)CCCC (tributyl(3-thienyl)tin), BrC1=C(C=CC=C1)CC(=S)OC (methyl 2-bromophenylthioacetate). Product: S1C=C(C=C1)C=1C=C(C=CC1)SC(C(=O)O)C (2-[3-(3-thienyl)phenylthio]propionic acid). As a reaction SMILES: Br[C:2]1[CH:3]=[C:4]([S:8][CH:9]([CH3:14])[C:10]([O:12]C)=[O:11])[CH:5]=[CH:6][CH:7]=1.C([Sn](CCCC)(CCCC)[C:20]1[CH:24]=[CH:23][S:22][CH:21]=1)CCC.BrC1C=CC=CC=1CC(OC)=S>>[S:22]1[CH:23]=[CH:24][C:20]([C:2]2[CH:3]=[C:4]([S:8][CH:9]([CH3:14])[C:10]([OH:12])=[O:11])[CH:5]=[CH:6][CH:7]=2)=[CH:21]1. Procedure: The same procedure as in Reference Example 6 was carried out using methyl 2-(3-bromophenylthio)propionate and tributyl(3-thienyl)tin in place of the starting methyl 2-bromophenylthioacetate and tributylphenylthin to give 2-[3-(3-thienyl)phenylthio]propionic acid. Starting materials: CC(C)(C)[C@@H](C(=O)N[C@@H](CC=1C=CC=CC1)[C@H](CN(CC=2C=CC(=CC2)C=3C=CC=CN3)NC(=O)[C@H](C(C)(C)C)NC(=O)OC)O)NC(=O)OC (atazanavir), CCCCCCC (heptane), S(O)(O)(=O)=O (sulfuric acid), CC(C)(C)[C@@H](C(=O)N[C@@H](CC=1C=CC=CC1)[C@H](CN(CC=2C=CC(=CC2)C=3C=CC=CN3)NC(=O)[C@H](C(C)(C)C)NC(=O)OC)O)NC(=O)OC.OS(=O)(=O)O (atazanavir sulfate). Run in C(C)O (ethanol), C(C)O (ethanol), C1(=CC=CC=C1)C (toluene), CCCCCC (hexane), C(C)O (ethanol). Yields the product CC(C)(C)[C@@H](C(=O)N[C@@H](CC=1C=CC=CC1)[C@H](CN(CC=2C=CC(=CC2)C=3C=CC=CN3)NC(=O)[C@H](C(C)(C)C)NC(=O)OC)O)NC(=O)OC.S([O-])(O)(=O)=O (atazanavir bisulfate). RXN SMILES: [CH3:1][C:2]([C@H:5]([NH:47][C:48]([O:50][CH3:51])=[O:49])[C:6]([NH:8][C@H:9]([C@@H:17]([OH:46])[CH2:18][N:19]([NH:33][C:34]([C@@H:36]([NH:41][C:42]([O:44][CH3:45])=[O:43])[C:37]([CH3:40])([CH3:39])[CH3:38])=[O:35])[CH2:20][C:21]1[CH:22]=[CH:23][C:24]([C:27]2[CH:28]=[CH:29][CH:30]=[CH:31][N:32]=2)=[CH:25][CH:26]=1)[CH2:10][C:11]1[CH:12]=[CH:13][CH:14]=[CH:15][CH:16]=1)=[O:7])([CH3:4])[CH3:3].[S:52](=[O:56])(=[O:55])([OH:54])[OH:53].CC([C@H](NC(OC)=O)C(N[C@H]([C@@H](O)CN(NC([C@@H](NC(OC)=O)C(C)(C)C)=O)CC1C=CC(C2C=CC=CN=2)=CC=1)CC1C=CC=CC=1)=O)(C)C.OS(O)(=O)=O.CCCCCCC>C(O)C.C1(C)C=CC=CC=1.CCCCCC>[CH3:4][C:2]([C@H:5]([NH:47][C:48]([O:50][CH3:51])=[O:49])[C:6]([NH:8][C@H:9]([C@@H:17]([OH:46])[CH2:18][N:19]([NH:33][C:34]([C@@H:36]([NH:41][C:42]([O:44][CH3:45])=[O:43])[C:37]([CH3:38])([CH3:39])[CH3:40])=[O:35])[CH2:20][C:21]1[CH:22]=[CH:23][C:24]([C:27]2[CH:28]=[CH:29][CH:30]=[CH:31][N:32]=2)=[CH:25][CH:26]=1)[CH2:10][C:11]1[CH:12]=[CH:13][CH:14]=[CH:15][CH:16]=1)=[O:7])([CH3:1])[CH3:3].[S:52](=[O:54])(=[O:53])([OH:56])[O-:55] |f:2.3,8.9|. Procedure: The Form E3 is prepared by slurrying atazanavir free base in ethanol; treating the slurry with concentrated sulfuric acid employing a molar ratio of acid: free base with the range from about 1:1 to about 1.1:1, heating the resulting solution at from about 30 to about 40° C., seeding the solution with ethanol wet E3 crystals of atazanavir sulfate, treating the mixture with heptane (or other solvent such as hexane or toluene), filtering, and drying to yield atazanavir bisulfate Form E3 (triethanol... Starting materials: BrC(C)C (2-bromopropane), [H-].[Na+] (NaH), bromo, ClC=1C=CC2=C(SC=C2NC2=CC=NC=C2)C1 (6-chloro-3-(4-pyridinylamino)benzo[b]thiophene), [H-].[Na+] (NaH), Cl (HCl). Run in C(C)#N (acetonitrile), CN(C=O)C (dimethylformamide), CN(C)C=O (DMF). Conditions: temperature 50 celsius. Yields the product Cl.ClC=1C=CC2=C(SC=C2N(C2=CC=NC=C2)C(C)C)C1 (6-Chloro-3-[(1-methylethyl)(4-pyridyl)amino]benzo[b]thiophene hydrochloride). The yield is 76.1%. Reaction SMILES: [Cl:1][C:2]1[CH:3]=[CH:4][C:5]2[C:9]([NH:10][C:11]3[CH:16]=[CH:15][N:14]=[CH:13][CH:12]=3)=[CH:8][S:7][C:6]=2[CH:17]=1.[H-].[Na+].Br[CH:21]([CH3:23])[CH3:22].Cl>CN(C)C=O.C(#N)C>[ClH:1].[Cl:1][C:2]1[CH:3]=[CH:4][C:5]2[C:9]([N:10]([CH:21]([CH3:23])[CH3:22])[C:11]3[CH:16]=[CH:15][N:14]=[CH:13][CH:12]=3)=[CH:8][S:7][C:6]=2[CH:17]=1 |f:1.2,7.8|. Reported procedure: A solution of 6-chloro-3-(4-pyridinylamino)benzo[b]thiophene (2.43 g, 9.3 mmole) in 20 mL of dimethylformamide was added to a suspension of NaH (0.48 g of 60% in oil, 12.1 mmole) in DMF. To this was added 2-bromopropane (1.26 g, 10.2 mmole) and the reaction mixture was heated to 50° C. During the next 5 hours, an additional 200 mg of NaH and 1 g of the bromo compound were added three separate times. The reaction mixture was then quenched into water and extracted with ethyl acetate (3×). The comb... Starting materials: NC1=CC=2N=CN=C(C2C=N1)SC (7-amino-4-methylthiopyrido[4,3-d]pyrimidine), [N+](=O)([O-])C=1C=C(N)C=CC1 (3-nitroaniline). Reaction conditions: temperature 200 celsius, time 1.5 hour. The product is NC1=CC=2N=CN=C(C2C=N1)NC1=CC(=CC=C1)[N+](=O)[O-] (7-amino-4-(3-nitroanilino)pyrido[4,3-d]pyrimidine). The yield is 43.5%. Reaction SMILES: [NH2:1][C:2]1[N:11]=[CH:10][C:9]2[C:8](SC)=[N:7][CH:6]=[N:5][C:4]=2[CH:3]=1.[N+:14]([C:17]1[CH:18]=[C:19]([CH:21]=[CH:22][CH:23]=1)[NH2:20])([O-:16])=[O:15]>>[NH2:1][C:2]1[N:11]=[CH:10][C:9]2[C:8]([NH:20][C:19]3[CH:21]=[CH:22][CH:23]=[C:17]([N+:14]([O-:16])=[O:15])[CH:18]=3)=[N:7][CH:6]=[N:5][C:4]=2[CH:3]=1. Procedure details: A mixture of 7-amino-4-methylthiopyrido[4,3-d]pyrimidine (127 mg, 0.66 mmol) (described in a previous experimental) and 3-nitroaniline (1.70 g, 12.3 mmol) is stirred under N2 at 200° C. for 1.5 h. The resulting product is chromatographed over alumina (5-20% EtOH/CHCl3) to give 7-amino-4-(3-nitroanilino)pyrido[4,3-d]pyrimidine (81 mg, 39%) as a brown solid. 1H NMR (DMSO) δ 10.17 (1H, brs), 9.37 (1H, s), 8.87 (1H, brs), 8.48 (1H, s), 8.33 (1H, brd, J=7.5 Hz), 7.95 (1H, ddd, J=8.2, 2.1, 1.0 Hz), 7.... Starting materials: C(C)(C)(C)OC(=O)N[C@@H]1C=C[C@@](C1)(C(=O)OC)CCO[Si](C)(C)C(C)(C)C ((1S,4S)-methyl 4-((tert-butoxycarbonyl)amino)-1-(2-((tert-butyldimethylsilyl)oxy)ethyl)cyclopent-2-enecarboxylate), [OH-].[Na+] (NaOH). Run in CO (methanol). Run at time 8 hour. Product: C(C)(C)(C)OC(=O)N[C@@H]1C=C[C@@](C1)(C(=O)O)CCO[Si](C)(C)C(C)(C)C ((1S,4S)-4-((tert-butoxycarbonyl)amino)-1-(2-((tert-butyldimethylsilyl)oxy)ethyl)cyclopent-2-enecarboxylic acid). RXN SMILES: [C:1]([O:5][C:6]([NH:8][C@H:9]1[CH2:13][C@@:12]([CH2:18][CH2:19][O:20][Si:21]([C:24]([CH3:27])([CH3:26])[CH3:25])([CH3:23])[CH3:22])([C:14]([O:16]C)=[O:15])[CH:11]=[CH:10]1)=[O:7])([CH3:4])([CH3:3])[CH3:2].[OH-].[Na+]>CO>[C:1]([O:5][C:6]([NH:8][C@H:9]1[CH2:13][C@@:12]([CH2:18][CH2:19][O:20][Si:21]([C:24]([CH3:27])([CH3:26])[CH3:25])([CH3:23])[CH3:22])([C:14]([OH:16])=[O:15])[CH:11]=[CH:10]1)=[O:7])([CH3:4])([CH3:3])[CH3:2] |f:1.2|. Reported procedure: To a solution of the product of Step A (7.89 g, 19.74 mmol, 1 eq) in methanol (100 mL) at rt was added 1 N NaOH (59.2 mL, 59.2 mmol, 3.0 eq). After stirring overnight, the methanol was removed, 1 N HCl was added until the solution was acidic, the solution extracted with DCM, the organics combined, dried over MgSO4, and concentrated to afford the title compound of Step B. 1H NMR (CHLOROFORM-d) δ: 5.85 (br. s., 2H), 4.97 (br. s., 1H), 4.80 (br. s., 1H), 3.71 (br. s., 2H), 1.99-2.41 (m, 3H), 1.92 (... The reactants are ClC1=NC=C(C2=CC=CC=C12)OCC1=CC=CC=C1 (1-chloro-4-(phenylmethoxy)isoquinoline), CN(C)C=O (DMF). Reagents/catalysts: [C-]#N.[C-]#N.[Zn+2] (Zn(CN)2), C=1C=CC(=CC1)/C=C/C(=O)/C=C/C2=CC=CC=C2.C=1C=CC(=CC1)/C=C/C(=O)/C=C/C2=CC=CC=C2.C=1C=CC(=CC1)/C=C/C(=O)/C=C/C2=CC=CC=C2.[Pd].[Pd] (tris(dibenzylideneacetone)dipalladium), C1(=CC=CC=C1)P([C-]1C=CC=C1)C1=CC=CC=C1.[C-]1(C=CC=C1)P(C1=CC=CC=C1)C1=CC=CC=C1.[Fe+2] (1,1′-bis(diphenylphosphino)ferrocene). Conditions: temperature 150 celsius, time 0.5 hour. Yields the product C1(=CC=CC=C1)COC1=CN=C(C2=CC=CC=C12)C#N (4-(Phenylmethoxy)isoquinolinecarbonitile). Reaction SMILES: Cl[C:2]1[C:11]2[C:6](=[CH:7][CH:8]=[CH:9][CH:10]=2)[C:5]([O:12][CH2:13][C:14]2[CH:19]=[CH:18][CH:17]=[CH:16][CH:15]=2)=[CH:4][N:3]=1.[CH3:20][N:21](C=O)C>[C-]#N.[C-]#N.[Zn+2].C1C=CC(/C=C/C(/C=C/C2C=CC=CC=2)=O)=CC=1.C1C=CC(/C=C/C(/C=C/C2C=CC=CC=2)=O)=CC=1.C1C=CC(/C=C/C(/C=C/C2C=CC=CC=2)=O)=CC=1.[Pd].[Pd].C1(P(C2C=CC=CC=2)[C-]2C=CC=C2)C=CC=CC=1.[C-]1(P(C2C=CC=CC=2)C2C=CC=CC=2)C=CC=C1.[Fe+2]>[C:14]1([CH2:13][O:12][C:5]2[C:6]3[C:11](=[CH:10][CH:9]=[CH:8][CH:7]=3)[C:2]([C:20]#[N:21])=[N:3][CH:4]=2)[CH:19]=[CH:18][CH:17]=[CH:16][CH:15]=1 |f:2.3.4,5.6.7.8.9,10.11.12|. Procedure: A mixture of 1-chloro-4-(phenylmethoxy)isoquinoline (2.26 g, 8.4 mmol), Zn(CN)2 (590 mg), tris(dibenzylideneacetone)dipalladium (219 mg), 1,1′-bis(diphenylphosphino)ferrocene (270 mg) in 100 ml of DMF is heated at 150° C. for 24 h under nitrogen. TLC and LC-MS analysis indicates complete consumption of starting material after 24 h. The mixture is then cooled to 80° C. and gradually diluted with 4:1:4 saturated aq. NH4Cl: concentrated NH4OH:water (200 mL) over 0.5 hours. The slurry is cooled to 0...